From a dataset of the Open Reaction Database (ORD), a public repository of structured organic reaction records. describe an organic reaction: reactants, conditions, products, and yield Reactants: Cl.C(C1=CC=CC=C1)ON (O-benzylhydroxyamine hydrochloride), C(C)(=O)C=1C=C(C#N)C=CC1 (3-acetylbenzonitrile), N1=CC=CC=C1 (pyridine). Solvent: CO (methanol). Reaction conditions: time 2.5 hour. Yields the product C(C1=CC=CC=C1)ON=C(C)C=1C=C(C#N)C=CC1 (3-(1-(benzyloxyimino)ethyl)benzonitrile). The yield is 95.0%. As a reaction SMILES: [C:1]([C:4]1[CH:5]=[C:6]([CH:9]=[CH:10][CH:11]=1)[C:7]#[N:8])(=O)[CH3:2].Cl.[CH2:13]([O:20][NH2:21])[C:14]1[CH:19]=[CH:18][CH:17]=[CH:16][CH:15]=1.N1C=CC=CC=1>CO>[CH2:13]([O:20][N:21]=[C:1]([C:4]1[CH:5]=[C:6]([CH:9]=[CH:10][CH:11]=1)[C:7]#[N:8])[CH3:2])[C:14]1[CH:19]=[CH:18][CH:17]=[CH:16][CH:15]=1 |f:1.2|. Procedure details: To a suspension of 14.52 g (0.10 mol) of 3-acetylbenzonitrile in 100 ml of methanol was added 17.56 g (0.11 mol) of O-benzylhydroxyamine hydrochloride and further added dropwise 9.49 g (0.12 mol) of pyridine. The mixture was stirred at room temperature for 2.5 hours, and most of the methanol was distilled off. To the residue was added ethyl acetate and resultant mixture was washed successively with about 5% aqueous hydrochloric acid twice, an about 5% aqueous solution of sodium bicarbonate once,... Reactants: Br, CC(=O)c1ccccc1Br, O=C(CBr)c1ccccc1, O=C(CBr)c1ccccc1Br, C1CCOC1, CCOCC, CO, O. Product: OC(CBr)c1ccccc1Br. Reaction SMILES: [Br:11].[Br:12][c:13]1[cH:14][cH:15][cH:16][cH:17][c:18]1[C:19](=[O:20])[CH3:21].[Br:1][CH2:2][C:3]([c:4]1[cH:5][cH:6][cH:7][cH:8][cH:9]1)=[O:10].[Br:22][CH2:23][C:24](=[O:25])[c:26]1[c:27]([Br:32])[cH:28][cH:29][cH:30][cH:31]1.[CH2:38]1[O:39][CH2:40][CH2:41][CH2:42]1.[CH3:33][CH2:34][O:35][CH2:36][CH3:37].[CH3:43][OH:44].[OH2:45]>>[Br:22][CH2:23][CH:24]([OH:25])[c:26]1[c:27]([Br:32])[cH:28][cH:29][cH:30][cH:31]1. The reactants are C(CCCCCCCCCCC)Br (dodecyl bromide), mixture, N1C(C=CCCC1)=O (azacyclohept-3-ene-2-one), N1C(CC=CCC1)=O (azacyclohept-4-ene-2-one), [H-].[Na+] (sodium hydride), petroleum ether ether. Solvent: C1CCOC1 (THF), C1CCOC1 (THF), O (water). Conditions: time 1 hour. Yields the product C(CCCCCCCCCCC)N1C(CC=CCC1)=O (1-dodecylazacyclohept-4-ene-2-one). RXN SMILES: [NH:1]1[CH2:7][CH2:6][CH2:5][CH:4]=[CH:3][C:2]1=[O:8].N1CCC=CCC1=O.[H-].[Na+].[CH2:19](Br)[CH2:20][CH2:21][CH2:22][CH2:23][CH2:24][CH2:25][CH2:26][CH2:27][CH2:28][CH2:29][CH3:30]>C1COCC1.O>[CH2:30]([N:1]1[CH2:7][CH2:6][CH:5]=[CH:4][CH2:3][C:2]1=[O:8])[CH2:29][CH2:28][CH2:27][CH2:26][CH2:25][CH2:24][CH2:23][CH2:22][CH2:21][CH2:20][CH3:19] |f:2.3|. Procedure: A solution of 11.4 g (0.102 mol) of a mixture of azacyclohept-3-ene-2-one and azacyclohept-4-ene-2-one (Example 3-C) in THF was added dropwise to a suspension of 4.8 g (107 mmol) of sodium hydride (50% oil dispersion) in THF. The mixture was stirred at room temperature for 1 hour, 25.4 g (0.102 mol) of dodecyl bromide was added, and the solution was refluxed for 5 hours. The mixture was cooled, water was added, and the solvent was removed in vacuo. The residue was dissolved in CH2Cl2, washed wit... Reactants: CC(=O)O, CC(=O)OC(C)=O, Nc1ccccc1O. Product: CC(=O)Nc1ccccc1O. Reaction SMILES: [CH3:16][C:17](=[O:18])[OH:19].[CH3:9][C:10](=[O:11])[O:12][C:13](=[O:14])[CH3:15].[NH2:1][c:2]1[c:3]([OH:8])[cH:4][cH:5][cH:6][cH:7]1>>[NH:1]([c:2]1[c:3]([OH:8])[cH:4][cH:5][cH:6][cH:7]1)[C:10]([CH3:9])=[O:11]. The reactants are COC(=O)CC1(CC(=O)OC)CCCCC1, [Li]CCCC, CCCCCC, CC(C)NC(C)C, COC(=O)Cl, Cl, C1CCOC1, O. Product: COC(=O)CC1(C(C(=O)OC)C(=O)OC)CCCCC1. Reaction SMILES: [C:19]1([CH2:25][C:26](=[O:27])[O:28][CH3:29])([CH2:30][C:31](=[O:32])[O:33][CH3:34])[CH2:20][CH2:21][CH2:22][CH2:23][CH2:24]1.[CH2:14]([Li:15])[CH2:16][CH2:17][CH3:18].[CH3:8][CH2:9][CH2:10][CH2:11][CH2:12][CH3:13].[CH:1]([NH:2][CH:3]([CH3:4])[CH3:5])([CH3:6])[CH3:7].[Cl:35][C:36](=[O:37])[O:38][CH3:39].[ClH:40].[O:41]1[CH2:42][CH2:43][CH2:44][CH2:45]1.[OH2:46]>>[C:19]1([CH:25]([C:26](=[O:27])[O:28][CH3:29])[C:36](=[O:37])[O:38][CH3:39])([CH2:30][C:31](=[O:32])[O:33][CH3:34])[CH2:20][CH2:21][CH2:22][CH2:23][CH2:24]1. Starting materials: BrC1=NC=CC=C1C (2-bromo-3-methylpyridine), [Mn](=O)(=O)(=O)[O-].[K+] (potassium permanganate), O (water). Conditions: time 5 hour. The product is BrC1=C(C(=O)O)C=CC=N1 (2-bromonicotinic acid). The yield is 62.0%. RXN SMILES: [Br:1][C:2]1[C:7]([CH3:8])=[CH:6][CH:5]=[CH:4][N:3]=1.[Mn]([O-])(=O)(=O)=[O:10].[K+].[OH2:15]>>[Br:1][C:2]1[N:3]=[CH:4][CH:5]=[CH:6][C:7]=1[C:8]([OH:10])=[O:15] |f:1.2|. Procedure: 2-bromo-3-methylpyridine (25.0 mL, 213 mmol) was added to a solution of potassium permanganate (87.7 g, 555 mmol) in 800 mL of water and the mixture was stirred under reflux. After 5 hours, 600 mL of water was distilled off and the remaining suspension was filtered. The residue was washed with two 50 mL portions of hot water and the combined filtrates were acidified with concentrated HCl. The white precipitate was filtered and dried in a vacuum oven to give 26.8 g of 2-bromonicotinic acid (62% y...